Dataset: the Open Reaction Database (ORD), a public repository of structured organic reaction records. Task: describe an organic reaction: reactants, conditions, products, and yield Starting materials: BrCl (bromo-chlorine), C23H24BrClN4O2S, BrC=1C=C(C(=O)O)C=CC1C(=O)N1CCCC1 (3-bromo-4-(pyrrolidin-1-ylcarbonyl)benzoic acid), CN(C)C(=[N+](C)C)ON1C2=C(C=CC=C2)N=N1.[B-](F)(F)(F)F (TBTU), C(C)(C)N(CC)C(C)C (diisopropylethylamine), ClC1=CC2=C(NC(=N2)[C@H](CCSC)N)C=C1 ((S)-1-(5-chloro-1H-benzimidazol-2-yl)-3-methylsulfanylpropylamine). The solvent is ClCCl.C(C)O (dichloromethane ethanol), O1CCCC1 (tetrahydrofuran). Product: BrC=1C=C(C(=O)N[C@@H](CCSC)C2=NC3=C(N2)C=CC(=C3)Cl)C=CC1C(=O)N1CCCC1 (3-bromo-N-[(1S)-1-(5-chloro-1H-benzimidazol-2-yl)-3-methylsulfanylpropyl]4-(pyrrolidin-1-ylcarbonyl)benzamide). Yield: 60.0%. As a reaction SMILES: [Br:1][C:2]1[CH:3]=[C:4]([CH:8]=[CH:9][C:10]=1[C:11]([N:13]1[CH2:17][CH2:16][CH2:15][CH2:14]1)=[O:12])[C:5]([OH:7])=O.CN(C(ON1N=NC2C=CC=CC1=2)=[N+](C)C)C.[B-](F)(F)(F)F.C(N(C(C)C)CC)(C)C.[Cl:49][C:50]1[CH:64]=[CH:63][C:53]2[NH:54][C:55]([C@@H:57]([NH2:62])[CH2:58][CH2:59][S:60][CH3:61])=[N:56][C:52]=2[CH:51]=1.BrCl>O1CCCC1.ClCCl.C(O)C>[Br:1][C:2]1[CH:3]=[C:4]([CH:8]=[CH:9][C:10]=1[C:11]([N:13]1[CH2:17][CH2:16][CH2:15][CH2:14]1)=[O:12])[C:5]([NH:62][C@H:57]([C:55]1[NH:54][C:53]2[CH:63]=[CH:64][C:50]([Cl:49])=[CH:51][C:52]=2[N:56]=1)[CH2:58][CH2:59][S:60][CH3:61])=[O:7] |f:1.2,7.8|. Procedure details: Prepared analogously to Example 1g from 3-bromo-4-(pyrrolidin-1-ylcarbonyl)benzoic acid, TBTU, diisopropylethylamine, and (S)-1-(5-chloro-1H-benzimidazol-2-yl)-3-methylsulfanylpropylamine in tetrahydrofuran. Yield: 60%; Rf value: 0.40 (silica gel; dichloromethane/ethanol=9:1); C23H24BrClN4O2S (535.89); mass spectrum: (M+H)+=535/537/539 (bromo-chlorine isotope). Reactants: COC1=CC(=C(OC(C(=O)OCC)(C)C)C=C1)[N+](=O)[O-] (ethyl 2-(4-methoxy-2-nitrophenoxy)-2-methylpropionate). The reagents and catalysts are [C].[Pd] (palladium carbon). Solvent: C(C)O (ethanol). The product is COC=1C=CC2=C(NC(C(O2)(C)C)=O)C1 (6-methoxy-2,2-dimethyl-4H-benzo[1,4]oxazin-3-one). The yield is 65.5%. RXN SMILES: [CH3:1][O:2][C:3]1[CH:17]=[CH:16][C:6]([O:7][C:8]([CH3:15])([CH3:14])[C:9](OCC)=[O:10])=[C:5]([N+:18]([O-])=O)[CH:4]=1>[C].[Pd].C(O)C>[CH3:1][O:2][C:3]1[CH:17]=[CH:16][C:6]2[O:7][C:8]([CH3:15])([CH3:14])[C:9](=[O:10])[NH:18][C:5]=2[CH:4]=1 |f:1.2|. Procedure: 5% palladium carbon (1.5 g) were added to an ethanol solution (250 ml) of ethyl 2-(4-methoxy-2-nitrophenoxy)-2-methylpropionate (14.6 g, 51.6 mmol) to perform catalytic reduction at room temperature. The catalyst was removed by filtration and the filtrate was concentrated under reduced pressure. Water was added to the obtained residue, which was then extracted with ethyl acetate. The extraction solution was dried over magnesium sulfate, and concentrated under reduced pressure. The obtained resid... Starting materials: CC(=O)O[BH-](OC(C)=O)OC(C)=O, O=CCC(Cc1c(Cl)cc(OCc2ccccc2)cc1Cl)C(=O)N1C(=O)OCC1Cc1ccccc1, CC#N, ClCCl, [Na+], NC1CCc2cn[nH]c2C1. The product is O=C1C(Cc2c(Cl)cc(OCc3ccccc3)cc2Cl)CCN1C1CCc2cn[nH]c2C1. Reaction SMILES: [C:47]([O:48][BH-:49]([O:50][C:51](=[O:52])[CH3:53])[O:54][C:55](=[O:56])[CH3:57])(=[O:58])[CH3:59].[CH2:1]([CH:2]1[CH2:3][O:4][C:5](=[O:6])[N:7]1[C:14]([CH:15]([CH2:16][CH:17]=[O:8])[CH2:19][c:20]1[c:21]([Cl:35])[cH:22][c:23]([O:27][CH2:28][c:29]2[cH:30][cH:31][cH:32][cH:33][cH:34]2)[cH:24][c:25]1[Cl:26])=[O:36])[c:9]1[cH:10][cH:11][cH:12][cH:13][cH:18]1.[CH3:64][C:65]#[N:66].[Cl:61][CH2:62][Cl:63].[Na+:60].[nH:37]1[n:38][cH:39][c:40]2[c:45]1[CH2:44][CH:43]([NH2:46])[CH2:42][CH2:41]2>>[C:14]1(=[O:36])[CH:15]([CH2:19][c:20]2[c:21]([Cl:35])[cH:22][c:23]([O:27][CH2:28][c:29]3[cH:30][cH:31][cH:32][cH:33][cH:34]3)[cH:24][c:25]2[Cl:26])[CH2:16][CH2:17][N:46]1[CH:43]1[CH2:42][CH2:41][c:40]2[cH:39][n:38][nH:37][c:45]2[CH2:44]1. Reactants: CC1=C(C(=O)O)C=CC(=C1)C(=O)O (2-methylterephthalic acid). Run in CO (methanol). Product: O=C1C2=C(C=CC3=C1C=CC(=C3)C(=O)O)C=CC=C2 (5-Oxo-5H-dibenzo[a,d]cycloheptene-2-carboxylic acid), dimethyl ester. As a reaction SMILES: [CH3:1][C:2]1[CH:10]=[C:9]([C:11]([OH:13])=[O:12])[CH:8]=[CH:7][C:3]=1[C:4]([OH:6])=O>CO>[O:6]=[C:4]1[C:3]2[CH:7]=[CH:8][C:9]([C:11]([OH:13])=[O:12])=[CH:10][C:2]=2[CH:1]=[CH:1][C:2]2[CH:10]=[CH:9][CH:8]=[CH:7][C:3]1=2. Procedure: 5-Oxo-5H-dibenzo[a,d]cycloheptene-2-carboxylic acid is prepared by esterifying 2-methylterephthalic acid with methanol, in the presence of acid catalyst, to afford the corresponding dimethyl ester which, in turn, is reacted with N-bromosuccinimide to afford 2-bromomethylterephthalic acid dimethyl ester. This diester is reacted with triphenylphosphine to afford 2,5-bis(carbomethoxy)benzyltriphenyl phosphonium bromide which is treated with benzaldehyde and a non-nucleophilic base, such as diazabic...